From a dataset of the Open Reaction Database (ORD), a public repository of structured organic reaction records. describe an organic reaction: reactants, conditions, products, and yield The solvent is C(C)(=O)O (acetic acid), Cl (hydrochloric acid), O (water). Reported procedure: To a solution of 0.29 g (1.0 mmole) 1'-acetyl-1,3-dihydro-6-nitro-1-oxospiro[2H-indene-2,4'-piperidine] in 4 ml acetic acid was added 3.75 ml (4.3 mmoles) of 15% titanium (III) chloride solution in 20-30% aqueous hydrochloric acid dropwise and portionwise over 2 hours. The reaction mixture was made basic (pH 10) with saturated sodium bicarbonate solution and 10N sodium hydroxide solution, diluted with 50 ml water, and extracted with 3×50 ml ethyl acetate. The combined extracts were washed with 2... The product is C(C)(=O)N1CCC2(CC1)C(C1=CC(=CC=C1C2)N)=O (1'-acetyl-6-amino-1,3-dihydro-1-oxospiro[2H-indene-2,4'-piperidine]). RXN SMILES: [C:1]([N:4]1[CH2:9][CH2:8][C:7]2([CH2:17][C:16]3[C:11](=[CH:12][C:13]([N+:18]([O-])=O)=[CH:14][CH:15]=3)[C:10]2=[O:21])[CH2:6][CH2:5]1)(=[O:3])[CH3:2].C(=O)(O)[O-].[Na+].[OH-].[Na+]>C(O)(=O)C.Cl.O.[Cl-].[Ti+3].[Cl-].[Cl-]>[C:1]([N:4]1[CH2:5][CH2:6][C:7]2([CH2:17][C:16]3[C:11](=[CH:12][C:13]([NH2:18])=[CH:14][CH:15]=3)[C:10]2=[O:21])[CH2:8][CH2:9]1)(=[O:3])[CH3:2] |f:1.2,3.4,8.9.10.11|. Run at time 2 hour. The reagents and catalysts are [Cl-].[Ti+3].[Cl-].[Cl-] (titanium (III) chloride). The yield is 112.3%. Reactants: C(C)(=O)N1CCC2(CC1)C(C1=CC(=CC=C1C2)[N+](=O)[O-])=O (1'-acetyl-1,3-dihydro-6-nitro-1-oxospiro[2H-indene-2,4'-piperidine]), C([O-])(O)=O.[Na+] (sodium bicarbonate), [OH-].[Na+] (sodium hydroxide). The reactants are C(C1=CC=CC=C1)(=O)OC1=CC(=CC=C1)OCC=C (3-allyloxyphenyl benzoate), CO[SiH](OC)OC (trimethoxysilane). The reagents and catalysts are [Pt] (platinum). The solvent is C1(=CC=CC=C1)C (toluene). Reaction conditions: temperature 20 celsius. Yields the product C(C1=CC=CC=C1)(=O)OC1=CC(=CC=C1)OCCC[Si](OC)(OC)OC (3-(3-Trimethoxysilylpropoxy)phenyl benzoate). As a reaction SMILES: [C:1]([O:9][C:10]1[CH:15]=[CH:14][CH:13]=[C:12]([O:16][CH2:17][CH:18]=[CH2:19])[CH:11]=1)(=[O:8])[C:2]1[CH:7]=[CH:6][CH:5]=[CH:4][CH:3]=1.[CH3:20][O:21][SiH:22]([O:25][CH3:26])[O:23][CH3:24]>[Pt].C1(C)C=CC=CC=1>[C:1]([O:9][C:10]1[CH:15]=[CH:14][CH:13]=[C:12]([O:16][CH2:17][CH2:18][CH2:19][Si:22]([O:25][CH3:26])([O:23][CH3:24])[O:21][CH3:20])[CH:11]=1)(=[O:8])[C:2]1[CH:3]=[CH:4][CH:5]=[CH:6][CH:7]=1. Procedure details: A mixture of 25.4 g. (0.1 mole) of 3-allyloxyphenyl benzoate, 50 ml. of dry toluene, 20 g. (0.15 mole) of trimethoxysilane and 2 drops of platinum hydrosilation catalyst is heated at 90° C. for 17 hours under nitrogen. After the reaction mixture is cooled to about 20° C., it is concentrated under reduced pressure to produce the uv precursor product. For purification, the product is passed through a short silica column using dichloromethane as an eluent. Starting materials: O=C1CCC(=O)N1Br, ClC(Cl)(Cl)Cl, COCCOc1ccc(Cl)c(C)c1, CC(C)(C#N)N=NC(C)(C)C#N. The product is COCCOc1ccc(Cl)c(CBr)c1. Reaction SMILES: [Br:14][N:15]1[C:16](=[O:17])[CH2:18][CH2:19][C:20]1=[O:21].[C:34]([Cl:35])([Cl:36])([Cl:37])[Cl:38].[Cl:1][c:2]1[c:3]([CH3:13])[cH:4][c:5]([O:8][CH2:9][CH2:10][O:11][CH3:12])[cH:6][cH:7]1.[N:22]#[C:23][C:24]([N:25]=[N:26][C:27]([C:28]#[N:29])([CH3:30])[CH3:31])([CH3:32])[CH3:33]>>[Cl:1][c:2]1[c:3]([CH2:13][Br:14])[cH:4][c:5]([O:8][CH2:9][CH2:10][O:11][CH3:12])[cH:6][cH:7]1. The reactants are O1N=C(C2=C1C=CC=C2)NC2=CC=C(C=C2)B2OC(C(O2)(C)C)(C)C (N-benzo[d]isoxazol-3-yl-N-[4-(4,4,5,5-tetramethyl-1,3,2-dioxaborolan-2-yl)phenyl]amine), IC1=NN(C2=NC=NC(=C21)N)[C@@H]2CC[C@H](CC2)N2CCN(CC2)C (trans-3-iodo-1-[4-(4-methylpiperazino)-cyclohexyl]-1H-pyrazolo[3,4-d]pyrimidin-4-amine), tetrakis-(triphenylphosphine)palladium, C([O-])([O-])=O.[Na+].[Na+] (sodium carbonate). Run in COCCOC (ethylene glycol dimethyl ether), O (water). The product is C(C)(=O)O.NC1=C2C(=NC=N1)N(N=C2C2=CC=C(C=C2)NC2=NOC1=C2C=CC=C1)[C@@H]1CC[C@H](CC1)N1CCN(CC1)C (trans-N3-(4-{4-amino-1-[4-(4-methylpiperazino)cyclohexyl]-1H-pyrazolo[3,4-d]pyrimidin-3-yl}phenyl)benzo[d]isoxazol-3-amine acetate). The yield is 76.4%. As a reaction SMILES: [O:1]1[C:5]2[CH:6]=[CH:7][CH:8]=[CH:9][C:4]=2[C:3]([NH:10][C:11]2[CH:16]=[CH:15][C:14](B3[O:21][C:20]([CH3:23])(C)C(C)(C)O3)=[CH:13][CH:12]=2)=[N:2]1.I[C:27]1[C:35]2[C:30](=[N:31][CH:32]=[N:33][C:34]=2[NH2:36])[N:29]([C@H:37]2[CH2:42][CH2:41][C@H:40]([N:43]3[CH2:48][CH2:47][N:46]([CH3:49])[CH2:45][CH2:44]3)[CH2:39][CH2:38]2)[N:28]=1.C(=O)([O-])[O-:51].[Na+].[Na+]>COCCOC.O>[C:20]([OH:51])(=[O:21])[CH3:23].[NH2:36][C:34]1[N:33]=[CH:32][N:31]=[C:30]2[N:29]([C@H:37]3[CH2:42][CH2:41][C@H:40]([N:43]4[CH2:44][CH2:45][N:46]([CH3:49])[CH2:47][CH2:48]4)[CH2:39][CH2:38]3)[N:28]=[C:27]([C:14]3[CH:13]=[CH:12][C:11]([NH:10][C:3]4[C:4]5[CH:9]=[CH:8][CH:7]=[CH:6][C:5]=5[O:1][N:2]=4)=[CH:16][CH:15]=3)[C:35]=12 |f:2.3.4,7.8|. Procedure details: A mixture of N-benzo[d]isoxazol-3-yl-N-[4-(4,4,5,5-tetramethyl-1,3,2-dioxaborolan-2-yl)phenyl]amine (0.10 g, 0.000298 mol), trans-3-iodo-1-[4-(4-methylpiperazino)-cyclohexyl]-1H-pyrazolo[3,4-d]pyrimidin-4-amine (0.101 g, 0.000229 mol), tetrakis-(triphenylphosphine)palladium (0.016 g, 0.0000137 mol) and sodium carbonate (0.061 g, 0.000573 mol) was heated in a mixture of ethylene glycol dimethyl ether (4 mL) and water (2 mL) at 80° C. for 16 hours under an atmosphere of nitrogen. The mixture was a... Reactants: S1C(=NC2=C1C=CC=C2)NC(=O)C=2C=CC=C1CCN(CC21)C=2SC(=C(N2)C(=O)O)CCCOC2=CC=C(C=C2)C2=CSC=C2C#N (2-[8-(Benzothiazol-2-ylcarbamoyl)-3,4-dihydro-1H-isoquinolin-2-yl]-5-{3-[4-(4-cyano-thiophen-3-yl)-phenoxy]-propyl}-thiazole-4-carboxylic acid), OC1=CC=C(C=C1)C=1C(=NC=CC1)C#N (3-(4-hydroxyphenyl)picolinonitrile). The product is S1C(=NC2=C1C=CC=C2)NC(=O)C=2C=CC=C1CCN(CC21)C=2SC(=C(N2)C(=O)O)CCCOC2=CC=C(C=C2)C=2C(=NC=CC2)C#N (2-[8-(Benzothiazol-2-ylcarbamoyl)-3,4-dihydro-1H-isoquinolin-2-yl]-5-{3-[4-(2-cyano-pyridin-3-yl)-phenoxy]-propyl}-thiazole-4-carboxylic acid). As a reaction SMILES: [S:1]1[C:5]2[CH:6]=[CH:7][CH:8]=[CH:9][C:4]=2[N:3]=[C:2]1[NH:10][C:11]([C:13]1[CH:14]=[CH:15][CH:16]=[C:17]2[C:22]=1[CH2:21][N:20]([C:23]1[S:24][C:25]([CH2:31][CH2:32][CH2:33]OC3C=CC(C4C(C#N)=CSC=4)=CC=3)=[C:26]([C:28]([OH:30])=[O:29])[N:27]=1)[CH2:19][CH2:18]2)=[O:12].[OH:48][C:49]1[CH:54]=[CH:53][C:52]([C:55]2[C:56]([C:61]#[N:62])=[N:57][CH:58]=[CH:59][CH:60]=2)=[CH:51][CH:50]=1>>[S:1]1[C:5]2[CH:6]=[CH:7][CH:8]=[CH:9][C:4]=2[N:3]=[C:2]1[NH:10][C:11]([C:13]1[CH:14]=[CH:15][CH:16]=[C:17]2[C:22]=1[CH2:21][N:20]([C:23]1[S:24][C:25]([CH2:31][CH2:32][CH2:33][O:48][C:49]3[CH:54]=[CH:53][C:52]([C:55]4[C:56]([C:61]#[N:62])=[N:57][CH:58]=[CH:59][CH:60]=4)=[CH:51][CH:50]=3)=[C:26]([C:28]([OH:30])=[O:29])[N:27]=1)[CH2:19][CH2:18]2)=[O:12]. Procedure details: The title compound 58 was prepared in a similar manner to the synthesis of compound 51 by substituting compound 51A with compound 58A in step 2 of Example 51: 1H NMR (DMSO-d6): δ 8.84 (dd, J=4.6, 1.53 Hz, 1H), 7.98 (dd, J=7.98, 1.53 Hz, 1H), 7.95 (d, J=7.67 Hz, 1H), 7.27-7.7 (m, 9H), 7.01-7.03 (m, 2H), 4.77 (s, 2H), 4.01 (t, J=6.29 Hz, 2H), 3.66 (t, J=5.98 Hz, 2H), 3.12-3.16 (m, 2H), 2.97 (t, J=5.98 Hz, 2H), 1.95-2.02 (m, 2H). ESI (+)/MS: 673 (M+H)+.